This data is from the Open Reaction Database (ORD), a public repository of structured organic reaction records. The task is: describe an organic reaction: reactants, conditions, products, and yield The reactants are O=C([O-])[O-], CN(C)C=O, Cl, [K+], [K+], O=C1C2OC2C(=O)N1Cc1ccc(Oc2ccccc2)cc1, COC(=O)CCS. Product: COC(=O)CCSC1C(=O)N(Cc2ccc(Oc3ccccc3)cc2)C(=O)C1O. RXN SMILES: [C:23](=[O:24])([O-:25])[O-:26].[CH3:37][N:38]([CH3:39])[CH:40]=[O:41].[ClH:36].[K+:27].[K+:28].[O:1]1[CH:2]2[C:3](=[O:22])[N:4]([CH2:8][c:9]3[cH:10][cH:11][c:12]([O:15][c:16]4[cH:17][cH:18][cH:19][cH:20][cH:21]4)[cH:13][cH:14]3)[C:5](=[O:7])[CH:6]12.[SH:29][CH2:30][CH2:31][C:32](=[O:33])[O:34][CH3:35]>>[OH:1][CH:6]1[CH:2]([S:29][CH2:30][CH2:31][C:32](=[O:33])[O:34][CH3:35])[C:3](=[O:22])[N:4]([CH2:8][c:9]2[cH:10][cH:11][c:12]([O:15][c:16]3[cH:17][cH:18][cH:19][cH:20][cH:21]3)[cH:13][cH:14]2)[C:5]1=[O:7]. The solvent is C1CCOC1 (THF). The reactants are C(C)(C)(C)C=1C=C(C(=O)O)C=C(C1)C(C)(C)C (3,5-di-tertbutylbenzoic acid), [H-].[H-].[H-].[H-].[Li+].[Al+3] (LAH), Cl (HCl). Run at temperature 50 celsius, time 15 minute. Yield: 93.7%. Procedure: To 10.0 g (42.7 mmol) of acid 1 in 20 mL of dry THF at 0° C. was added 42.7 mL (42.7 mmol) of LAH (1.0M in THF). The reaction mixture was warmed to 50° C. and stirred for 15 min. After cooling the reaction to RT, 20% aqueous HCl was added until the solution turned clear. The solution was extracted with EtOAc (2×50 mL), and the combined EtOAc extract was washed (water, then brine), dried (MgSO4), filtered and concentrated to give 8.8 g (40.0 mmol) of 17 (94% yield): The product was directly used ... As a reaction SMILES: [C:1]([C:5]1[CH:6]=[C:7]([CH:11]=[C:12]([C:14]([CH3:17])([CH3:16])[CH3:15])[CH:13]=1)[C:8](O)=[O:9])([CH3:4])([CH3:3])[CH3:2].[H-].[H-].[H-].[H-].[Li+].[Al+3].Cl>C1COCC1>[C:14]([C:12]1[CH:11]=[C:7]([CH:6]=[C:5]([C:1]([CH3:4])([CH3:3])[CH3:2])[CH:13]=1)[CH2:8][OH:9])([CH3:17])([CH3:16])[CH3:15] |f:1.2.3.4.5.6|. Yields the product C(C)(C)(C)C=1C=C(CO)C=C(C1)C(C)(C)C (3,5-Di-t-butylbenzyl alcohol). The reactants are CS(=O)(=O)OS(=O)(=O)C (Methanesulphonic anhydride), NC=1C=C2C(=C(N=NC2=CC1)C(=O)OCC)O (ethyl 6-amino-4-hydroxycinnolin-3-yl carboxylate), CCOCC (ether). Solvent: N1=CC=CC=C1 (pyridine). Reaction conditions: time 8 hour. The product is OC1=C(N=NC2=CC=C(C=C12)NS(=O)(=O)C)C(=O)OCC (ethyl 4-hydroxy-6-(methanesulphonylamino)cinnolin-3-yl carboxylate). Reaction SMILES: [CH3:1][S:2]([O:5]S(C)(=O)=O)(=O)=[O:3].[NH2:10][C:11]1[CH:12]=[C:13]2[C:18](=[CH:19][CH:20]=1)[N:17]=[N:16][C:15]([C:21]([O:23][CH2:24][CH3:25])=[O:22])=[C:14]2[OH:26].CCOCC>N1C=CC=CC=1>[OH:26][C:14]1[C:13]2[C:18](=[CH:19][CH:20]=[C:11]([NH:10][S:2]([CH3:1])(=[O:5])=[O:3])[CH:12]=2)[N:17]=[N:16][C:15]=1[C:21]([O:23][CH2:24][CH3:25])=[O:22]. Reported procedure: Methanesulphonic anhydride (1.392 g.) was added to a solution of ethyl 6-amino-4-hydroxycinnolin-3-yl carboxylate (0.932 g.) in dry pyridine (20 ml.), and the mixture was stirred at room temperature overnight. The resulting solution was poured into ether (500 ml.) and the amorphous solid which precipitated was filtered off and applied to a silica column (100 g. Kieselgel 60). Elution with a mixture of 15% v/v ethanol and 85% v/v chloroform, and evaporation of the appropriate fractions gave ethyl... Starting materials: CNC(=O)c1ccc2c(=O)n(C)c(Cc3ccc(Cl)cc3Cl)nc2c1, O, O=S(=O)(O)O. The product is Cn1c(Cc2ccc(Cl)cc2Cl)nc2cc(C(=O)O)ccc2c1=O. Reaction SMILES: [Cl:1][c:2]1[c:3]([CH2:4][c:5]2[n:6][c:7]3[cH:8][c:9]([C:17]([NH:18][CH3:19])=[O:20])[cH:10][cH:11][c:12]3[c:13](=[O:16])[n:14]2[CH3:15])[cH:21][cH:22][c:23]([Cl:25])[cH:24]1.[OH2:31].[S:26]([OH:27])(=[O:28])(=[O:29])[OH:30]>>[Cl:1][c:2]1[c:3]([CH2:4][c:5]2[n:6][c:7]3[cH:8][c:9]([C:17]([OH:20])=[O:27])[cH:10][cH:11][c:12]3[c:13](=[O:16])[n:14]2[CH3:15])[cH:21][cH:22][c:23]([Cl:25])[cH:24]1. The reactants are N1(CCCCC1)CCOCC(CC(=O)OCCCC1=CC=CC=C1)=O (3-phenylpropyl 4-(2-(1-piperidinyl)ethoxy)acetoacetate), ClC=1C=C(C=O)C=CC1Cl (3,4-dichlorobenzaldehyde), Cl.C(C1=CC=CC=C1)(=N)N (benzamidine hydrochloride), C(C)(=O)[O-].[Na+] (sodium acetate). Run in CN(C=O)C (N,N-dimethylformamide). Conditions: temperature 60 celsius. Yields the product ClC=1C=C(C=CC1Cl)C1N=C(NC(=C1C(=O)OCCCC1=CC=CC=C1)COCCN1CCCCC1)C1=CC=CC=C1 (3-Phenylpropyl 4-(3,4-dichlorophenyl)-2-phenyl-6-[(2-(1-piperidinyl)ethoxy)methyl]-1,4-dihydropyrimidine-5-carboxylate). The yield is 2.3%. As a reaction SMILES: [N:1]1([CH2:7][CH2:8][O:9][CH2:10][C:11](=O)[CH2:12][C:13]([O:15][CH2:16][CH2:17][CH2:18][C:19]2[CH:24]=[CH:23][CH:22]=[CH:21][CH:20]=2)=[O:14])[CH2:6][CH2:5][CH2:4][CH2:3][CH2:2]1.[Cl:26][C:27]1[CH:28]=[C:29]([CH:32]=[CH:33][C:34]=1[Cl:35])[CH:30]=O.Cl.[C:37]([NH2:45])(=[NH:44])[C:38]1[CH:43]=[CH:42][CH:41]=[CH:40][CH:39]=1.C([O-])(=O)C.[Na+]>CN(C)C=O>[Cl:26][C:27]1[CH:28]=[C:29]([CH:30]2[C:12]([C:13]([O:15][CH2:16][CH2:17][CH2:18][C:19]3[CH:24]=[CH:23][CH:22]=[CH:21][CH:20]=3)=[O:14])=[C:11]([CH2:10][O:9][CH2:8][CH2:7][N:1]3[CH2:6][CH2:5][CH2:4][CH2:3][CH2:2]3)[NH:45][C:37]([C:38]3[CH:43]=[CH:42][CH:41]=[CH:40][CH:39]=3)=[N:44]2)[CH:32]=[CH:33][C:34]=1[Cl:35] |f:2.3,4.5|. Procedure details: A mixture of 3-phenylpropyl 4-(2-(1-piperidinyl)ethoxy)acetoacetate (1.50 g, 4.32 mmol), 3,4-dichlorobenzaldehyde (0.907 g, 5.18 mmol), benzamidine hydrochloride (0.811 g, 5.18 mmol) and sodium acetate (0.425 g, 5.18 mmol) was stirred in N,N-dimethylformamide (10 mL) for 14 days at room temperature and then heated to 60° C. for 3 days. The DMF was removed in vacuo and ethyl acetate was added to the residue. The precipitate was removed by filtration and the filtrate was washed with water, sodium ... The reactants are CC(C)(C)OC(=O)CBr, O=C([O-])[O-], COC(=O)c1cc([N+](=O)[O-])n[nH]1, CC(C)=O, [Cs+], [Cs+]. The product is COC(=O)c1cc([N+](=O)[O-])nn1CC(=O)OC(C)(C)C. Reaction SMILES: [Br:19][CH2:20][C:21](=[O:22])[O:23][C:24]([CH3:25])([CH3:26])[CH3:27].[C:13](=[O:14])([O-:15])[O-:16].[CH3:1][O:2][C:3](=[O:4])[c:5]1[nH:6][n:7][c:8]([N+:10](=[O:11])[O-:12])[cH:9]1.[CH3:28][C:29](=[O:30])[CH3:31].[Cs+:17].[Cs+:18]>>[CH3:1][O:2][C:3](=[O:4])[c:5]1[n:6]([CH2:20][C:21](=[O:22])[O:23][C:24]([CH3:25])([CH3:26])[CH3:27])[n:7][c:8]([N+:10](=[O:11])[O-:12])[cH:9]1.